This data is from the Open Reaction Database (ORD), a public repository of structured organic reaction records. The task is: describe an organic reaction: reactants, conditions, products, and yield Reactants: Cl (hydrochloric acid), ClC1=CC=C(C(=O)C2=C(C=C(N2C)CC(=O)Cl)C)C=C1 ([5-(4-chlorobenzoyl)-1,4-dimethyl-1H-pyrrol-2-yl]-acetyl chloride), [O-2].[Mg+2] (magnesium oxide), N[C@@H](CCC(N)=O)C(=O)O (L-glutamine). The solvent is O1CCOCC1 (dioxane), O (water). Reaction conditions: time 64 hour. Yields the product O.ClC1=CC=C(C(=O)C2=C(C=C(N2C)CC(=O)N[C@@H](CCC(N)=O)C(=O)O)C)C=C1 (N-{[5-(4-chlorobenzoyl)-1,4-dimethyl-1H-pyrrol-2-yl]-acetyl}-glutamine, hydrate). Isolated yield 20.6%. RXN SMILES: [Cl:1][C:2]1[CH:20]=[CH:19][C:5]([C:6]([C:8]2[N:12]([CH3:13])[C:11]([CH2:14][C:15](Cl)=[O:16])=[CH:10][C:9]=2[CH3:18])=[O:7])=[CH:4][CH:3]=1.[O-2].[Mg+2].[NH2:23][C@H:24]([C:30]([OH:32])=[O:31])[CH2:25][CH2:26][C:27](=[O:29])[NH2:28].Cl>O1CCOCC1.O>[OH2:7].[Cl:1][C:2]1[CH:20]=[CH:19][C:5]([C:6]([C:8]2[N:12]([CH3:13])[C:11]([CH2:14][C:15]([NH:23][C@H:24]([C:30]([OH:32])=[O:31])[CH2:25][CH2:26][C:27](=[O:29])[NH2:28])=[O:16])=[CH:10][C:9]=2[CH3:18])=[O:7])=[CH:4][CH:3]=1 |f:1.2,7.8|. Reported procedure: A solution of 30.5 g (0.1 mole) of [5-(4-chlorobenzoyl)-1,4-dimethyl-1H-pyrrol-2-yl]-acetyl chloride in 150 ml of dioxane was added slowly at 0°-5° C. to a suspension of 5.88 g (0.15 mole) of magnesium oxide and 14.3 g (0.1 mole) of L-glutamine in 300 ml of water. The resulting yellow suspension was stirred at room temperature for 64 hours. The mixture was acidified with 1N hydrochloric acid and cooled. The precipitate was collected, washed with water and air dried. It was recrystallized three t... The solvent is ClC1=C(C=CC=C1)Cl (o-dichlorobenzene). Procedure: 791 Mg (5.00 mmols) of β-methoxynaphthalene and 933 mg (5.00 mmols) of (S)-2-(methylsulfonyloxy)propionyl chloride were dissolved in 5 ml of anhydrous o-dichlorobenzene, followed by stirring at room temperature. To the solution was added 296 mg of dry ferric sulfate obtained by drying ferric sulfate heptahydrate at 150° C. for 3 hours in vacuo, and the mixture was stirred at 70° C. for 18 hours under an argon gas stream. 30 Ml of water was added to the mixture, which was then extracted with meth... Reactants: ferric sulfate, Mg, COC1=CC2=CC=CC=C2C=C1 (β-methoxynaphthalene), CS(=O)(=O)O[C@H](C(=O)Cl)C ((S)-2-(methylsulfonyloxy)propionyl chloride). The product is COC=1C=C2C=CC(=CC2=CC1)C(C(C)OS(=O)(=O)C)=O (6-methoxy-2-naphthyl-2-methylsulfonyloxy-1-propanone). As a reaction SMILES: [CH3:1][O:2][C:3]1[CH:12]=[CH:11][C:10]2[C:5](=[CH:6][CH:7]=[CH:8][CH:9]=2)[CH:4]=1.[CH3:13][S:14]([O:17][C@@H:18]([CH3:22])[C:19](Cl)=[O:20])(=[O:16])=[O:15]>ClC1C=CC=CC=1Cl>[CH3:1][O:2][C:3]1[CH:4]=[C:5]2[C:10](=[CH:11][CH:12]=1)[CH:9]=[C:8]([C:19](=[O:20])[CH:18]([O:17][S:14]([CH3:13])(=[O:16])=[O:15])[CH3:22])[CH:7]=[CH:6]2. Reactants: FC(F)(F)c1ccc2cn[nH]c2c1, N, [Na+], O=[N+]([O-])[O-], O, O=S(=O)(O)O. Yields the product Nc1cc2cn[nH]c2cc1C(F)(F)F. RXN SMILES: [F:6][C:7]([c:8]1[cH:9][cH:10][c:11]2[cH:12][n:13][nH:14][c:15]2[cH:16]1)([F:17])[F:18].[NH3:25].[Na+:1].[O-:2][N+:3](=[O:4])[O-:5].[OH2:24].[S:19](=[O:20])(=[O:21])([OH:22])[OH:23]>>[F:6][C:7]([c:8]1[c:9]([NH2:25])[cH:10][c:11]2[cH:12][n:13][nH:14][c:15]2[cH:16]1)([F:17])[F:18]. The reactants are CC=1C=CC(=NC1)NC(C1=C(C=CC=C1)[N+](=O)[O-])=O (N-(5-methylpyridin-2-yl)-2-nitrobenzamide), Ni(OAC)2, CO (methanol), [BH4-].[Na+] (sodium borohydride). Solvent: C1CCOC1 (THF). Yields the product CC=1C=CC(=NC1)NC(C1=C(C=CC=C1)N)=O (N-(5-Methylpyridin-2-yl)-2-aminobenzamide). Isolated yield 94.8%. RXN SMILES: [CH3:1][C:2]1[CH:3]=[CH:4][C:5]([NH:8][C:9](=[O:19])[C:10]2[CH:15]=[CH:14][CH:13]=[CH:12][C:11]=2[N+:16]([O-])=O)=[N:6][CH:7]=1.CO.[BH4-].[Na+]>C1COCC1>[CH3:1][C:2]1[CH:3]=[CH:4][C:5]([NH:8][C:9](=[O:19])[C:10]2[CH:15]=[CH:14][CH:13]=[CH:12][C:11]=2[NH2:16])=[N:6][CH:7]=1 |f:2.3|. Procedure details: To a stirring solution of N-(5-methylpyridin-2-yl)-2-nitrobenzamide (1.5 g, 5.8 mmol) and Ni(OAC)2.4H2O (2.9 g, 11.7 mmol) in THF (20 mL) and methanol (40 mL) at 0° C. was added, in small portions, sodium borohydride (0.88 g, 23.2 mmol). After complete addition and an additional 5 min, the solvent was evaporated in vacuo and the residue was partitioned between ethyl acetate (200 mL) and 50% conc NH4OH (200 mL). The organic phase was separated and washed again with 50% conc NH4OH, followed by bri... Starting materials: NaIO4, O (water), N#N (N2), [Si](C)(C)(C(C)(C)C)OCC=1N=C(OC1)\C=C\C1=CC=CC=C1 ((E)-4-(((tert-butyldimethylsilyl)oxy)methyl)-2-styryloxazole), RuCl3 hydrate. Run in CC(=O)C (acetone). Conditions: time 8 hour. Product: [Si](C)(C)(C(C)(C)C)OCC=1N=C(OC1)C=O (4-(((tert-Butyldimethylsilyl)oxy)methyl)oxazole-2-carbaldehyde). As a reaction SMILES: N#N.[Si:3]([O:10][CH2:11][C:12]1[N:13]=[C:14](/[CH:17]=C/C2C=CC=CC=2)[O:15][CH:16]=1)([C:6]([CH3:9])([CH3:8])[CH3:7])([CH3:5])[CH3:4].[OH2:25]>CC(C)=O>[Si:3]([O:10][CH2:11][C:12]1[N:13]=[C:14]([CH:17]=[O:25])[O:15][CH:16]=1)([C:6]([CH3:7])([CH3:8])[CH3:9])([CH3:4])[CH3:5]. Procedure: In a flame dried round-bottomed flask equipped with a magnetic stir bar and under inert atmosphere (N2), a solution of NaIO4 (726 mg, 3.33 mmol) in water (6.6) mL was slowly added to a vigorously stirred suspension of silica gel (4.46 g) in acetone (13.2 mL). The mixture was then concentrated under reduced pressure and the lumpy solid slurried in CH2Cl2 and the solvent was evaporated under reduced pressure. CH2Cl2 (16.5 mL) was added and the reaction mixture was treated at rt with (E)-4-(((tert-...